From a dataset of the Open Reaction Database (ORD), a public repository of structured organic reaction records. describe an organic reaction: reactants, conditions, products, and yield Reactants: C(C1=CC=CC=C1)(C1=CC=CC=C1)N1CC(C1)=C(S(=O)(=O)C)C1=C(C=CC=C1)OC (1-benzhydryl-3-[(2-methoxyphenyl)(methylsulfonyl)methylene]azetidine), solution, B(Br)(Br)Br (boron tribromide). The solvent is ClCCl (dichloromethane). The product is C(C1=CC=CC=C1)(C1=CC=CC=C1)N1CC(C1)=C(S(=O)(=O)C)C1=C(C=CC=C1)O (1-benzhydryl-3-[(2-hydroxyphenyl)(methylsulfonyl)methylene]azetidine). Yield: 51.7%. As a reaction SMILES: [CH:1]([N:14]1[CH2:17][C:16](=[C:18]([C:23]2[CH:28]=[CH:27][CH:26]=[CH:25][C:24]=2[O:29]C)[S:19]([CH3:22])(=[O:21])=[O:20])[CH2:15]1)([C:8]1[CH:13]=[CH:12][CH:11]=[CH:10][CH:9]=1)[C:2]1[CH:7]=[CH:6][CH:5]=[CH:4][CH:3]=1.B(Br)(Br)Br>ClCCl>[CH:1]([N:14]1[CH2:17][C:16](=[C:18]([C:23]2[CH:28]=[CH:27][CH:26]=[CH:25][C:24]=2[OH:29])[S:19]([CH3:22])(=[O:21])=[O:20])[CH2:15]1)([C:8]1[CH:9]=[CH:10][CH:11]=[CH:12][CH:13]=1)[C:2]1[CH:3]=[CH:4][CH:5]=[CH:6][CH:7]=1. Procedure details: On carrying out the operation according to the procedure of Example 32 starting with 1.4 g of 1-benzhydryl-3-[(2-methoxyphenyl)(methylsulfonyl)methylene]azetidine, 10 cm3 of a 1 M solution of boron tribromide and 100 cm3 of dichloromethane, the residue obtained is purified by chromatography on a silica gel column (particle size 0.04-0.06 mm, diameter 4 cm, height 30 cm) at a nitrogen pressure of 0.5 bar with dichloromethane as eluent and collecting 40 cm3 fractions. Fractions 15 to 34 are combin... The reactants are C1(CC1)SC1=CC=C(C=C1)/C(=C/COC1=CC(=C(OCC(=O)OC)C=C1)C)/C1=CC=C(C=C1)I (methyl (Z)-[4-[3-(4-cyclopropylsulfanylphenyl)-3-(4-iodophenyl)allyloxy]-2-methylphenoxy]acetate), CN(C)CC#C (N,N-dimethylpropargylamine), C(C)(C)NC(C)C (diisopropylamine). The reagents and catalysts are Cl[Pd]([P](C1=CC=CC=C1)(C2=CC=CC=C2)C3=CC=CC=C3)([P](C4=CC=CC=C4)(C5=CC=CC=C5)C6=CC=CC=C6)Cl (bis(triphenylphosphine)palladium(II) dichloride), [Cu]I (copper(I) iodide). The solvent is O1CCCC1 (tetrahydrofuran). Product: C1(CC1)SC1=CC=C(C=C1)/C(=C/COC1=CC(=C(OCC(=O)OC)C=C1)C)/C1=CC=C(C=C1)C#CCN(C)C (methyl (E)-[4-[3-(4-cyclopropylsulfanylphenyl)-3-[4-[3-(N,N-dimethylamino)propynyl]phenyl]allyloxy]-2-methylphenoxy]acetate). Reaction SMILES: [CH:1]1([S:4][C:5]2[CH:10]=[CH:9][C:8](/[C:11](/[C:28]3[CH:33]=[CH:32][C:31](I)=[CH:30][CH:29]=3)=[CH:12]/[CH2:13][O:14][C:15]3[CH:26]=[CH:25][C:18]([O:19][CH2:20][C:21]([O:23][CH3:24])=[O:22])=[C:17]([CH3:27])[CH:16]=3)=[CH:7][CH:6]=2)[CH2:3][CH2:2]1.[CH3:35][N:36]([CH2:38][C:39]#[CH:40])[CH3:37].C(NC(C)C)(C)C>O1CCCC1.Cl[Pd](Cl)([P](C1C=CC=CC=1)(C1C=CC=CC=1)C1C=CC=CC=1)[P](C1C=CC=CC=1)(C1C=CC=CC=1)C1C=CC=CC=1.[Cu]I>[CH:1]1([S:4][C:5]2[CH:10]=[CH:9][C:8](/[C:11](/[C:28]3[CH:33]=[CH:32][C:31]([C:40]#[C:39][CH2:38][N:36]([CH3:37])[CH3:35])=[CH:30][CH:29]=3)=[CH:12]/[CH2:13][O:14][C:15]3[CH:26]=[CH:25][C:18]([O:19][CH2:20][C:21]([O:23][CH3:24])=[O:22])=[C:17]([CH3:27])[CH:16]=3)=[CH:7][CH:6]=2)[CH2:3][CH2:2]1 |^1:55,74|. Reported procedure: To a degassed solution of methyl (Z)-[4-[3-(4-cyclopropylsulfanylphenyl)-3-(4-iodophenyl)allyloxy]-2-methylphenoxy]acetate (480 mg, 0.818 mmol; prepared as described in example 53), N,N-dimethylpropargylamine (0.175 mL, 1.64 mmol) and diisopropylamine (0.539 mL, 3.85 mmol) in anhydrous tetrahydrofuran (10 mL), bis(triphenylphosphine)palladium(II) dichloride (29 mg, 0.041 mmol) and copper(I) iodide (13 mg, 0.068 mmol) were added. The reaction mixture was stirred at ambient temperature over night ... Starting materials: ice water, ClC1=C(C(=C(C(=C1)F)NC(C)=O)OC)[N+](=O)[O-] (N-(4-chloro-6-fluoro-2-methoxy-3-nitrophenyl)acetamide), [Na] (sodium). Solvent: Cl (hydrochloric acid). Reaction conditions: temperature 20 celsius, time 8 hour. Yields the product ClC1=C(C(=C(C(=C1)F)N)OC)[N+](=O)[O-] (4-Chloro-6-fluoro-2-methoxy-3-nitrophenylamine). As a reaction SMILES: [Cl:1][C:2]1[CH:7]=[C:6]([F:8])[C:5]([NH:9]C(=O)C)=[C:4]([O:13][CH3:14])[C:3]=1[N+:15]([O-:17])=[O:16].[Na]>Cl>[Cl:1][C:2]1[CH:7]=[C:6]([F:8])[C:5]([NH2:9])=[C:4]([O:13][CH3:14])[C:3]=1[N+:15]([O-:17])=[O:16] |^1:17|. Reported procedure: A suspension of 40.0 g (152 mmol) of N-(4-chloro-6-fluoro-2-methoxy-3-nitrophenyl)acetamide in 800 ml of 6M hydrochloric acid was heated for 5 hours at reflux temperature, whereupon the mixture was stirred overnight at approximately 20° C. For work-up, the reaction mixture was stirred into ice-water. The pH was brought to 8-9 by adding sodium solution. The mixture was subsequently extracted six times with ethyl acetate. The combined organic phases were dried over magnesium sulfate and then conce... Reactants: [H-].[Al+3].[Li+].[H-].[H-].[H-] (lithium aluminum hydride), C(C)OC(=O)C=1C=C2C(=NC1)C(=CS2)C(NC=2C=C1C=CC=NC1=CC2OC)=O (3-(7-methoxy-quinolin-6-ylcarbamoyl)-thieno[3,2-b]pyridine-6-carboxylic acid ethyl ester). Run in O1CCCC1 (tetrahydrofuran). Conditions: time 10 minute. Yields the product COC1=C(C=C2C=CC=NC2=C1)NC(=O)C1=CSC=2C1=NC=C(C2)CO (6-hydroxymethyl-thieno[3,2-b]pyridine-3-carboxylic acid (7-methoxy-quinolin-6-yl)-amide). The yield is 29.7%. RXN SMILES: [H-].[Al+3].[Li+].[H-].[H-].[H-].C([O:9][C:10]([C:12]1[CH:13]=[C:14]2[S:20][CH:19]=[C:18]([C:21](=[O:35])[NH:22][C:23]3[CH:24]=[C:25]4[C:30](=[CH:31][C:32]=3[O:33][CH3:34])[N:29]=[CH:28][CH:27]=[CH:26]4)[C:15]2=[N:16][CH:17]=1)=O)C>O1CCCC1>[CH3:34][O:33][C:32]1[CH:31]=[C:30]2[C:25]([CH:26]=[CH:27][CH:28]=[N:29]2)=[CH:24][C:23]=1[NH:22][C:21]([C:18]1[C:15]2=[N:16][CH:17]=[C:12]([CH2:10][OH:9])[CH:13]=[C:14]2[S:20][CH:19]=1)=[O:35] |f:0.1.2.3.4.5|. Procedure: A solution of lithium aluminum hydride (3.5 M in toluene, 0.1 mL) was added to a suspension of 3-(7-methoxy-quinolin-6-ylcarbamoyl)-thieno[3,2-b]pyridine-6-carboxylic acid ethyl ester (30 mg) in tetrahydrofuran (2 mL) and the resulting orange solution was stirred for 10 minutes. The reaction mixture was then quenched by addition of a saturated aqueous solution of ammonium chloride. The resulting mixture was filtered through a CELITE™ pad and the filter cake was washed with ethyl acetate. The fil... The reactants are NC(C(=O)O)\C=C\CP(=O)(O)O (E-2-amino-5-phosphono-3-pentenoic acid), Cl (hydrogen chloride). Solvent: C(C)(CC)O (sec.-butanol). Product: C(C)(CC)OC(C(\C=C\CP(=O)(O)O)N)=O (E-2-amino-5-phosphono-3-pentenoic acid sec.-butyl ester). Reaction SMILES: [NH2:1][CH:2](/[CH:6]=[CH:7]/[CH2:8][P:9]([OH:12])([OH:11])=[O:10])[C:3]([OH:5])=[O:4].Cl>C(O)(CC)C>[CH:2]([O:4][C:3](=[O:5])[CH:2]([NH2:1])/[CH:6]=[CH:7]/[CH2:8][P:9]([OH:12])([OH:11])=[O:10])([CH2:6][CH3:7])[CH3:3]. Reported procedure: 1.5 g of E-2-amino-5-phosphono-3-pentenoic acid are suspended in 30 ml of sec.-butanol and the suspension is saturated with hydrogen chloride gasfor 4 hours at 75°. After concentration, the residue is dissolved in10 ml of 2-butanol, 10 ml of propylene oxide are added and the precipitate is filtered off. Recrystallisation from water/acetone 1:1 yields E-2-amino-5-phosphono-3-pentenoic acid sec.-butyl ester, m.p. 169°-170°.